This data is from the Open Reaction Database (ORD), a public repository of structured organic reaction records. The task is: describe an organic reaction: reactants, conditions, products, and yield Starting materials: CCCCCCCCCCNCCCCCCCCCC, CCCO, OO. The product is CCCCCCCCCC=[N+]([O-])CCCCCCCCCC. As a reaction SMILES: [CH2:1]([CH2:2][CH2:3][CH2:4][CH2:5][CH2:6][CH2:7][CH2:8][CH2:9][CH3:10])[NH:11][CH2:12][CH2:13][CH2:14][CH2:15][CH2:16][CH2:17][CH2:18][CH2:19][CH2:20][CH3:21].[CH2:24]([OH:25])[CH2:26][CH3:27].[OH:22][OH:23]>>[CH:1]([CH2:2][CH2:3][CH2:4][CH2:5][CH2:6][CH2:7][CH2:8][CH2:9][CH3:10])=[N+:11]([CH2:12][CH2:13][CH2:14][CH2:15][CH2:16][CH2:17][CH2:18][CH2:19][CH2:20][CH3:21])[O-:22]. Starting materials: C(=C)C1=NC=CN=C1 (2ethenylpyrazine), FC1=CC=C(C=C1)CN1C(=NC2=C1C=CC=C2)NC2CCNCC2 (1-[(4 fluorophenyl)methyl]-N-(4-piperidinyl)-1H-benzimidazol-2-amine), C(C)(=O)O (acetic acid). Run in CO (methanol). The product is N1=C(C=NC=C1)CCN1CCC(CC1)NC1=NC2=C(N1)C=CC=C2 (N-[1-[2-(2-pyrazinyl)ethyl]-4-piperidinyl]-1H-benzimidazol-2-amine). Reaction SMILES: [CH:1]([C:3]1[CH:8]=[N:7][CH:6]=[CH:5][N:4]=1)=[CH2:2].FC1C=CC(C[N:17]2[C:21]3[CH:22]=[CH:23][CH:24]=[CH:25][C:20]=3[N:19]=[C:18]2[NH:26][CH:27]2[CH2:32][CH2:31][NH:30][CH2:29][CH2:28]2)=CC=1.C(O)(=O)C>CO>[N:4]1[CH:5]=[CH:6][N:7]=[CH:8][C:3]=1[CH2:1][CH2:2][N:30]1[CH2:29][CH2:28][CH:27]([NH:26][C:18]2[NH:17][C:21]3[CH:22]=[CH:23][CH:24]=[CH:25][C:20]=3[N:19]=2)[CH2:32][CH2:31]1. Procedure details: A mixture of 1.27 parts of 2ethenylpyrazine, 6.48 parts of 1-[(4 fluorophenyl)methyl]-N-(4-piperidinyl)-1H-benzimidazol-2-amine, 0.3 parts of acetic acid and 40 parts of methanol was stirred and refluxed for 48 hours. The solvent was evaporated. The residue was purified by column-chromatography over silica gel using a mixture of trichloromethane and methanol (88:12 by volume) as eluent. The pure fractions were collected and the eluent was evaporated. The residue was washed with 2,2'-oxybispropan... The reactants are C([C@@H](O)C)(=O)[O-].[Na+] (sodium L-lactate), [OH-].[Na+] (NaOH), GS115, C(CO)(=O)[O-] (glycolate), O=O (oxygen), CCCCCCCCCCCCC[N+](C)(C)CC=1C=CC=CC1.[Cl-] (benzalkonium chloride). Run in aqueous solution. Run at time 5 hour. Product: C(C(=O)C)(=O)[O-] (pyruvate), C(C)(=O)[O-] (acetate). As a reaction SMILES: [C:1]([O-:6])(=[O:5])[C@H:2]([CH3:4])[OH:3].[Na+].[OH-].[Na+].[C:10]([O-:14])(=[O:13])[CH2:11]O.CCCCCCCCCCCCC[N+](CC1C=CC=CC=1)(C)C.[Cl-].O=O>>[C:1]([O-:6])(=[O:5])[C:2]([CH3:4])=[O:3].[C:10]([O-:14])(=[O:13])[CH3:11] |f:0.1,2.3,5.6|. Procedure details: The procedure described in Example 11 was repeated using 100 mL of an aqueous solution containing sodium L-lactate (1.06M) at pH 7.5 (adjusted with 50% NaOH), to which was added 5.00 g (wet weight) of Pichia pastoris transformant GS115-MSP 10 (6.25 IU/mL glycolate oxidase and 17,400 IU/mL catalase) which had been permeabilized by treatment with 0.1% benzalkonium chloride ("BARQUAT" MB-50); no buffer was added. The reaction temperature was 5° C. and the oxygen pressure was 70 psig. After 5 hours,... Starting materials: OC1=CC=C(/C=C/C(=O)OC)C=C1 (Trans methyl 4-hydroxycinnamate), BrCCCCCC (1-bromohexane), C([O-])([O-])=O.[K+].[K+] (potassium carbonate). Solvent: CC(CC)=O (butanone). The product is C(CCCCC)OC1=CC=C(C=C1)/C=C/C(=O)OC (methyl (E)-3-(4-hexyloxyphenyl)-2-propenoate). As a reaction SMILES: [OH:1][C:2]1[CH:13]=[CH:12][C:5](/[CH:6]=[CH:7]/[C:8]([O:10][CH3:11])=[O:9])=[CH:4][CH:3]=1.Br[CH2:15][CH2:16][CH2:17][CH2:18][CH2:19][CH3:20].C(=O)([O-])[O-].[K+].[K+]>CC(=O)CC>[CH2:15]([O:1][C:2]1[CH:3]=[CH:4][C:5](/[CH:6]=[CH:7]/[C:8]([O:10][CH3:11])=[O:9])=[CH:12][CH:13]=1)[CH2:16][CH2:17][CH2:18][CH2:19][CH3:20] |f:2.3.4|. Procedure details: Trans methyl 4-hydroxycinnamate (20.0 g, 11.2 mmol), 1-bromohexane (18.5 g, 112 mmol) and potassium carbonate (16.6 g, 120 mmol) were stirred under reflux in butanone. The mixture was allowed to cool after 16 hours, evaporated to dryness and the residue was partitioned between DCM and water. The DCM layer was removed and dried (Na2SO4) and evaporated to leave a yellow solid methyl (E)-3-(4-hexyloxyphenyl)-2-propenoate which was recrystallized from petroleum. Yield=20.0 g, 71%. Reactants: O1CCOC2=C1C=C(C(=C2)C(=O)O)C(=O)O (1,4-benzodioxan-6,7-dicarboxylic acid), NC(=O)N (urea). Run in O (water). Yields the product O1C=COC=2C1=CC=1C(NC(C1C2)=O)=O (6H-1,4-Dioxino[2,3-f]isoindole-6,8(7H)-dione). The yield is 88.3%. As a reaction SMILES: [O:1]1[C:6]2[CH:7]=[C:8]([C:14]([OH:16])=O)[C:9]([C:11](O)=[O:12])=[CH:10][C:5]=2[O:4][CH2:3][CH2:2]1.[NH2:17]C(N)=O>O>[O:1]1[C:6]2=[CH:7][C:8]3[C:14](=[O:16])[NH:17][C:11](=[O:12])[C:9]=3[CH:10]=[C:5]2[O:4][CH:3]=[CH:2]1. Reported procedure: A mixture of 1,4-benzodioxan-6,7-dicarboxylic acid (100 mg) and urea (54 mg) was heated to 160° for 2 h. When cool, the mixture was diluted with water and the resulting solid collected by filtration and washed with water and dried to afford the title compound (80 mg). M.p. 277°-280°. Starting materials: C(=CC1=CC=CC=C1)C=CC(=O)O (styrene-acrylic acid), polyester, polyester, C(C=C)(=O)O.C=CC1=CC=CC=C1.C(C=C)(=O)O (styrene acrylate acrylic acid). Yields the product C(C=C)(=O)O (acrylic acid), C=CC1=CC=CC=C1 (styrene), methacrylates. As a reaction SMILES: [CH:1]([CH:9]=[CH:10][C:11]([OH:13])=[O:12])=[CH:2][C:3]1[CH:8]=[CH:7][CH:6]=[CH:5][CH:4]=1.C(O)(=O)C=C.C=CC1C=CC=CC=1.C(O)(=O)C=C>>[C:11]([OH:13])(=[O:12])[CH:10]=[CH2:9].[CH2:1]=[CH:2][C:3]1[CH:8]=[CH:7][CH:6]=[CH:5][CH:4]=1 |f:1.2.3|. Reported procedure: In embodiments, the present invention is directed to the preparation of submicron particles comprised of a polyester core encapsulated by a styrene-acrylic acid resin by seed polymerization process, and the economical in situ chemical preparation of toners by the emulsion aggregation/coalescence process without the utilization of the known pulverization and/or classification methods, and wherein in embodiments toner compositions with an average volume diameter of from about 1 to about 25, and pr... Reactants: [N+](=O)([O-])C1=CC=C(C=C1)CCN (2-(4-nitro-phenyl)-ethylamine), Cl (hydrogen chloride), NC1=CC=C(C=C1)CCNC1=NC(=NC(=C1)C1=CC(=CC=C1)OC)OC ([2-(4-amino-phenyl)-ethyl]-[2-methoxy-6-(3-methoxy-phenyl)-pyrimidin-4-yl]-amine). Run in CCOCC (ether), CCO (EtOH), CCOCC (ether). The product is Cl.NC1=CC=C(C=C1)CCNC1=NC(=NC(=C1)C1=CC(=CC=C1)OC)OC ([2-(4-amino-phenyl)-ethyl]-[2-methoxy-6-(3-methoxy-phenyl)-pyrimidin-4-yl]-amine hydrochloride). Isolated yield 68.0%. RXN SMILES: [N+](C1C=CC(CCN)=CC=1)([O-])=O.[NH2:13][C:14]1[CH:19]=[CH:18][C:17]([CH2:20][CH2:21][NH:22][C:23]2[CH:28]=[C:27]([C:29]3[CH:34]=[CH:33][CH:32]=[C:31]([O:35][CH3:36])[CH:30]=3)[N:26]=[C:25]([O:37][CH3:38])[N:24]=2)=[CH:16][CH:15]=1.[ClH:39]>CCO.CCOCC>[ClH:39].[NH2:13][C:14]1[CH:19]=[CH:18][C:17]([CH2:20][CH2:21][NH:22][C:23]2[CH:28]=[C:27]([C:29]3[CH:34]=[CH:33][CH:32]=[C:31]([O:35][CH3:36])[CH:30]=3)[N:26]=[C:25]([O:37][CH3:38])[N:24]=2)=[CH:16][CH:15]=1 |f:5.6|. Procedure details: By proceeding in a similar manner to Example 43(b) but substituting 2-(4-amino-phenyl)-ethylamine for 2-(4-nitro-phenyl)-ethylamine, and substituting acetonitrile for EtOH as solvent in Step 3 there is prepared [2-(4-amino-phenyl)-ethyl]-[2-methoxy-6-(3-methoxy-phenyl)-pyrimidin-4-yl]-amine which is dissolved in ether and treated with 1 M hydrogen chloride in ether affording [2-(4-amino-phenyl)-ethyl]-[2-methoxy-6-(3-methoxy-phenyl)-pyrimidin-4-yl]-amine hydrochloride [52.4 mg, 68%, Example 43(j... The reactants are C(=O)(OC(C)(C)C)N1[C@H](C(=O)O)CCC1 (Boc-L-Proline), N1=CC=CC=C1 (pyridine), N1=C(F)N=C(F)N=C1F (cyanuric fluoride). Solvent: C(Cl)Cl (DCM). Reaction conditions: temperature 0 celsius, time 10 minute. Yields the product FC(=O)C1N(CCC1)C(=O)OC(C)(C)C (tert-butyl 2-(fluorocarbonyl)pyrrolidine-1-carboxylate). RXN SMILES: [C:1]([N:8]1[CH2:15][CH2:14][CH2:13][C@H:9]1[C:10](O)=[O:11])([O:3][C:4]([CH3:7])([CH3:6])[CH3:5])=[O:2].N1C=CC=CC=1.N1C(F)=NC(F)=NC=1[F:24]>C(Cl)Cl>[F:24][C:10]([CH:9]1[CH2:13][CH2:14][CH2:15][N:8]1[C:1]([O:3][C:4]([CH3:7])([CH3:6])[CH3:5])=[O:2])=[O:11]. Procedure: To a solution of Boc-L-Proline (4.5 g, 0.02 mmol) and pyridine (8.45 mL, 0.104 mmol) in DCM (20 mL) cooled in an ice bath was added dropwise cyanuric fluoride (5.35 mL, 0.0627 mmol). After the addition the reaction became milky. The solution was stirred at 0° C. for 10 min then warmed to RT and stirred for 4 h. The reaction was quenched with water, and thrice extracted with DCM. The combined organic extracts were washed with brine, dried, and concentrated in vacuo to afford tert-butyl 2-(fluoroc... Reactants: Fc1cc2c(Nc3cccc(Br)c3)ncnc2cn1, COc1ccc(CN)cc1, CCO. Yields the product COc1ccc(CNc2cc3c(Nc4cccc(Br)c4)ncnc3cn2)cc1. As a reaction SMILES: [Br:1][c:2]1[cH:3][c:4]([NH:8][c:9]2[c:10]3[c:11]([n:12][cH:13][n:14]2)[cH:15][n:16][c:17]([F:19])[cH:18]3)[cH:5][cH:6][cH:7]1.[CH3:20][O:21][c:22]1[cH:23][cH:24][c:25]([CH2:26][NH2:27])[cH:28][cH:29]1.[CH3:30][CH2:31][OH:32]>>[Br:1][c:2]1[cH:3][c:4]([NH:8][c:9]2[c:10]3[c:11]([n:12][cH:13][n:14]2)[cH:15][n:16][c:17]([NH:27][CH2:26][c:25]2[cH:24][cH:23][c:22]([O:21][CH3:20])[cH:29][cH:28]2)[cH:18]3)[cH:5][cH:6][cH:7]1.